From a dataset of the Open Reaction Database (ORD), a public repository of structured organic reaction records. describe an organic reaction: reactants, conditions, products, and yield The reactants are ClC1=CC=C(C=C1)C1=COC2=C1C=CC=C2 (3-(4-chlorophenyl)benzofuran), ferric chloride, Cl (hydrochloric acid), cuprous cyanide, N1=CC=CC=C1 (pyridine). Run in O (water). Yields the product C(#N)C1=CC=C(C=C1)C1=COC2=C1C=CC=C2 (3-(4-cyanophenyl)benzofuran). As a reaction SMILES: Cl[C:2]1[CH:7]=[CH:6][C:5]([C:8]2[C:12]3[CH:13]=[CH:14][CH:15]=[CH:16][C:11]=3[O:10][CH:9]=2)=[CH:4][CH:3]=1.[N:17]1C=CC=C[CH:18]=1.Cl>O>[C:18]([C:2]1[CH:7]=[CH:6][C:5]([C:8]2[C:12]3[CH:13]=[CH:14][CH:15]=[CH:16][C:11]=3[O:10][CH:9]=2)=[CH:4][CH:3]=1)#[N:17]. Procedure details: A mixture of 45.2 g. (0.198 mole) of 3-(4-chlorophenyl)benzofuran, 22.2 g. (0.248 mole) of cuprous cyanide and 15 ml. of pyridine is heated to 220° C. and maintained at this temperature for one day. The mixture is then poured into a solution of 47.5 g. of ferric chloride, 30 ml. of concentrated hydrochloric acid and 135 ml. of water with stirring. The mixture is stirred with heating below its boiling point for 1 hour. The aqueous portion is removed, and the organic portion is mixed with 1.2 lite... Starting materials: NC1=C(C(=NC=N1)N[C@@H](C)C1=NN2C(C(N1C1=CC=CC=C1)=O)=CC=C2)Br ((S)-2-(1-((6-Amino-5-bromopyrimidin-4-yl)amino)ethyl)-3-phenylpyrrolo[2,1-f][1,2,4]triazin-4(3H)-one), COC1=CC=C(C=C1)S(=O)(=O)NC1=CC(=CC=C1)B1OC(C(O1)(C)C)(C)C (4-methoxy-N-(3-(4,4,5,5-tetramethyl-1,3,2-dioxaborolan-2-yl)phenyl)benzenesulfonamide), C([O-])([O-])=O.[Cs+].[Cs+] (cesium carbonate). Yields the product NC1=NC=NC(=C1C=1C=C(C=CC1)NS(=O)(=O)C1=CC=C(C=C1)OC)N[C@@H](C)C1=NN2C(C(N1C1=CC=CC=C1)=O)=CC=C2 ((S)—N-(3-(4-Amino-6-((1-(4-oxo-3-phenyl-3,4-dihydropyrrolo[2,1-f][1,2,4]triazin-2-yl)ethyl)amino)pyrimidin-5-yl)phenyl)-4-methoxybenzenesulfonamide). Isolated yield 59.1%. As a reaction SMILES: [NH2:1][C:2]1[N:7]=[CH:6][N:5]=[C:4]([NH:8][C@H:9]([C:11]2[N:16]([C:17]3[CH:22]=[CH:21][CH:20]=[CH:19][CH:18]=3)[C:15](=[O:23])[C:14]3=[CH:24][CH:25]=[CH:26][N:13]3[N:12]=2)[CH3:10])[C:3]=1Br.[CH3:28][O:29][C:30]1[CH:35]=[CH:34][C:33]([S:36]([NH:39][C:40]2[CH:45]=[CH:44][CH:43]=[C:42](B3OC(C)(C)C(C)(C)O3)[CH:41]=2)(=[O:38])=[O:37])=[CH:32][CH:31]=1.C(=O)([O-])[O-].[Cs+].[Cs+]>>[NH2:1][C:2]1[C:3]([C:42]2[CH:41]=[C:40]([NH:39][S:36]([C:33]3[CH:34]=[CH:35][C:30]([O:29][CH3:28])=[CH:31][CH:32]=3)(=[O:38])=[O:37])[CH:45]=[CH:44][CH:43]=2)=[C:4]([NH:8][C@H:9]([C:11]2[N:16]([C:17]3[CH:22]=[CH:21][CH:20]=[CH:19][CH:18]=3)[C:15](=[O:23])[C:14]3=[CH:24][CH:25]=[CH:26][N:13]3[N:12]=2)[CH3:10])[N:5]=[CH:6][N:7]=1 |f:2.3.4|. Procedure details: (S)-2-(1-((6-Amino-5-bromopyrimidin-4-yl)amino)ethyl)-3-phenylpyrrolo[2,1-f][1,2,4]triazin-4(3H)-one (150 mg, 0.35 mmol) was treated with 4-methoxy-N-(3-(4,4,5,5-tetramethyl-1,3,2-dioxaborolan-2-yl)phenyl)benzenesulfonamide (205 mg, 0.53 mmol), 2M cesium carbonate (360 μl, 0.72 mmol) and bis(diphenylphosphino)ferrocene-palladium(II)dichloride dichloromethane complex (28 mg, 0.03 mmol) according to the method described in Example 3 to give 126 mg (59% yield) of the title compound as a solid. Puri... Reactants: O=C(n1ccnc1)n1ccnc1, CCN(C(C)C)C(C)C, COC(=O)CCCOC(c1cccc(Cl)c1)C1CCCNC1, ClCCl, CN(CC(N)CC1CCCCC1)C(=O)OC(C)(C)C. Yields the product COC(=O)CCCOC(c1cccc(Cl)c1)C1CCCN(C(=O)NC(CC2CCCCC2)CN(C)C(=O)OC(C)(C)C)C1. As a reaction SMILES: [C:29](=[O:30])([n:31]1[cH:32][cH:33][n:34][cH:35]1)[n:36]1[cH:37][cH:38][n:39][cH:40]1.[CH:20]([N:21]([CH2:22][CH3:23])[CH:24]([CH3:25])[CH3:26])([CH3:27])[CH3:28].[Cl:41][c:42]1[cH:43][c:44]([CH:48]([O:49][CH2:50][CH2:51][CH2:52][C:53](=[O:54])[O:55][CH3:56])[CH:57]2[CH2:58][NH:59][CH2:60][CH2:61][CH2:62]2)[cH:45][cH:46][cH:47]1.[Cl:63][CH2:64][Cl:65].[NH2:1][CH:2]([CH2:3][N:4]([C:5]([O:6][C:7]([CH3:8])([CH3:9])[CH3:10])=[O:11])[CH3:12])[CH2:13][CH:14]1[CH2:15][CH2:16][CH2:17][CH2:18][CH2:19]1>>[NH:1]([CH:2]([CH2:3][N:4]([C:5]([O:6][C:7]([CH3:8])([CH3:9])[CH3:10])=[O:11])[CH3:12])[CH2:13][CH:14]1[CH2:15][CH2:16][CH2:17][CH2:18][CH2:19]1)[C:29](=[O:30])[N:59]1[CH2:58][CH:57]([CH:48]([c:44]2[cH:43][c:42]([Cl:41])[cH:47][cH:46][cH:45]2)[O:49][CH2:50][CH2:51][CH2:52][C:53](=[O:54])[O:55][CH3:56])[CH2:62][CH2:61][CH2:60]1.